Dataset: the Open Reaction Database (ORD), a public repository of structured organic reaction records. Task: describe an organic reaction: reactants, conditions, products, and yield Reactants: BrCC(=O)OC (methyl bromoacetate), [H-].[Na+] (sodium hydride), C(#N)CC1=C(SC=C1)C(=O)OC (methyl 3-cyanomethylthiophene-2-carboxylate), C1(=CC=CC=C1)N=C=S (phenyl isothiocyanate), [H-].[Na+] (sodium hydride). Solvent: O (water), O1CCCC1 (tetrahydrofuran). Reaction conditions: temperature 0 celsius. Yields the product NC1=C(SC=2N(C(C3=C(C21)C=CS3)=O)C3=CC=CC=C3)C(=O)OC (Methyl 1-amino-4,5-dihydro-5-oxo-4-phenyl-dithieno[2,3-b:3',2'-d]pyridine-2-carboxylate). As a reaction SMILES: [C:1]([CH2:3][C:4]1[CH:8]=[CH:7][S:6][C:5]=1[C:9]([O:11]C)=O)#[N:2].[C:13]1([N:19]=[C:20]=[S:21])[CH:18]=[CH:17][CH:16]=[CH:15][CH:14]=1.[H-].[Na+].Br[CH2:25][C:26]([O:28][CH3:29])=[O:27]>O1CCCC1.O>[NH2:2][C:1]1[C:3]2[C:4]3[CH:8]=[CH:7][S:6][C:5]=3[C:9](=[O:11])[N:19]([C:13]3[CH:18]=[CH:17][CH:16]=[CH:15][CH:14]=3)[C:20]=2[S:21][C:25]=1[C:26]([O:28][CH3:29])=[O:27] |f:2.3|. Reported procedure: To a solution of 1.81 g of methyl 3-cyanomethylthiophene-2-carboxylate and 1.62 g of phenyl isothiocyanate in 30 ml of tetrahydrofuran was added 480 mg of a 60% sodium hydride with stirring at 0° C. in a stream of nitrogen, and the mixture was stirred for 1 hour at room temperature. To the reaction mixture was added 1.14 ml of methyl bromoacetate at room temperature, and the mixture was stirred for 3 hours. To the reaction mixture was added 480 mg of a 60% sodium hydride, and the mixture was sti... Reactants: FC1=C(C=C(C=C1)C=1N=C(N(C1)CC1CN(C1)C)C1CCNCC1)C (4-[4-(4-fluoro-3-methyl-phenyl)-1-(1-methyl-azetidin-3-ylmethyl)-1H-imidazol-2-yl]-piperidine), ClC=1C(=NC=NC1Cl)N (5,6-Dichloro-pyrimidin-4-ylamine). Yields the product ClC=1C(=NC=NC1N1CCC(CC1)C=1N(C=C(N1)C1=CC(=C(C=C1)F)C)CC1CN(C1)C)N (5-Chloro-6-{4-[4-(4-fluoro-3-methyl-phenyl)-1-(1-methyl-azetidin-3-ylmethyl)-1H-imidazol -2-yl]-piperidin-1-yl}-pyrimidin-4-ylamine). Reaction SMILES: [F:1][C:2]1[CH:7]=[CH:6][C:5]([C:8]2[N:9]=[C:10]([CH:19]3[CH2:24][CH2:23][NH:22][CH2:21][CH2:20]3)[N:11]([CH2:13][CH:14]3[CH2:17][N:16]([CH3:18])[CH2:15]3)[CH:12]=2)=[CH:4][C:3]=1[CH3:25].[Cl:26][C:27]1[C:28]([NH2:34])=[N:29][CH:30]=[N:31][C:32]=1Cl>>[Cl:26][C:27]1[C:28]([NH2:34])=[N:29][CH:30]=[N:31][C:32]=1[N:22]1[CH2:21][CH2:20][CH:19]([C:10]2[N:11]([CH2:13][CH:14]3[CH2:15][N:16]([CH3:18])[CH2:17]3)[CH:12]=[C:8]([C:5]3[CH:6]=[CH:7][C:2]([F:1])=[C:3]([CH3:25])[CH:4]=3)[N:9]=2)[CH2:24][CH2:23]1. Procedure: The title compound was prepared according to the procedure described for the preparation of compound “1” by using 4-[4-(4-fluoro-3-methyl-phenyl)-1-(1-methyl-azetidin-3-ylmethyl)-1H-imidazol-2-yl]-piperidine and 5,6-Dichloro-pyrimidin-4-ylamine. LC-MS (M+H=471, obsd=471). Reactants: CN(C)C=O, COc1cccc(CC(N)=O)c1, O=S(Cl)Cl. The product is COc1cccc(CC#N)c1. As a reaction SMILES: [CH3:17][N:18]([CH3:19])[CH:20]=[O:21].[CH3:5][O:6][c:7]1[cH:8][c:9]([CH2:13][C:14](=[O:15])[NH2:16])[cH:10][cH:11][cH:12]1.[S:1]([Cl:2])([Cl:3])=[O:4]>>[CH3:5][O:6][c:7]1[cH:8][c:9]([CH2:13][C:14]#[N:16])[cH:10][cH:11][cH:12]1. Reactants: Cl.CC1=C(C=CC(=C1)C(F)(F)F)C1NCCC(C1)C(=O)OC (Methyl 2-(2-methyl-4-(trifluoromethyl)phenyl)piperidine-4-carboxylate hydrochloride), CCN(C(C)C)C(C)C (DIPEA), C(OC)(=O)Cl (Methyl carbonochloridate). Run in C(Cl)Cl (DCM), ClCCl (dichloromethane). Conditions: time 1 hour. Yields the product CC1=C(C=CC(=C1)C(F)(F)F)C1N(CCC(C1)C(=O)OC)C(=O)OC (dimethyl 2-(2-methyl-4-(trifluoromethyl)phenyl)piperidine-1,4-dicarboxylate). The yield is 102.0%. Reaction SMILES: Cl.[CH3:2][C:3]1[CH:8]=[C:7]([C:9]([F:12])([F:11])[F:10])[CH:6]=[CH:5][C:4]=1[CH:13]1[CH2:18][CH:17]([C:19]([O:21][CH3:22])=[O:20])[CH2:16][CH2:15][NH:14]1.CCN(C(C)C)C(C)C.[C:32](Cl)(=[O:35])[O:33][CH3:34]>ClCCl>[CH3:2][C:3]1[CH:8]=[C:7]([C:9]([F:10])([F:11])[F:12])[CH:6]=[CH:5][C:4]=1[CH:13]1[CH2:18][CH:17]([C:19]([O:21][CH3:22])=[O:20])[CH2:16][CH2:15][N:14]1[C:32]([O:33][CH3:34])=[O:35] |f:0.1|. Reported procedure: Methyl 2-(2-methyl-4-(trifluoromethyl)phenyl)piperidine-4-carboxylate hydrochloride (8.2 g, 24.28 mmol) and DIPEA (10.60 mL, 60.69 mmol) were dissolved in dichloromethane (100 mL). Methyl carbonochloridate (2.257 mL, 29.13 mmol) was added and the reaction stirred at room temperature for 1 h. DCM (100 mL) was added. The organic phase was washed twice with 1 M HCl and water, dried over Na2SO4 and evaporated to yield dimethyl 2-(2-methyl-4-(trifluoromethyl)phenyl)piperidine-1,4-dicarboxylate (8.9 g... Reactants: C(C)(C)(C)OC(=O)N1C(C=CC2=CC=CC=C12)(C)C (1-tert-Butoxycarbonyl-1,2-dihydro-2,2-dimethylquinoline), B.C1CCOC1 (BH3-THF), C=1C=C[NH+]=CC1.[O-][Cr](=O)(=O)Cl (PCC). Run in C1CCOC1 (THF), C1CCOC1 (THF), C(Cl)Cl (methylene chloride). Conditions: time 60 minute. The product is C(C)(C)(C)OC(=O)N1C(CC(C2=CC=CC=C12)=O)(C)C (1-tert-butoxycarbonyl-1,2,3,4-tetrahydro-2,2-dimethyl-4-quinolinone). Yield: 68.0%. Reaction SMILES: [C:1]([O:5][C:6]([N:8]1[C:17]2[C:12](=[CH:13][CH:14]=[CH:15][CH:16]=2)[CH:11]=[CH:10][C:9]1([CH3:19])[CH3:18])=[O:7])([CH3:4])([CH3:3])[CH3:2].B.C1C[O:24]CC1.C1C=C[NH+]=CC=1.[O-][Cr](Cl)(=O)=O>C1COCC1.C(Cl)Cl>[C:1]([O:5][C:6]([N:8]1[C:17]2[C:12](=[CH:13][CH:14]=[CH:15][CH:16]=2)[C:11](=[O:24])[CH2:10][C:9]1([CH3:19])[CH3:18])=[O:7])([CH3:4])([CH3:2])[CH3:3] |f:1.2,3.4|. Procedure details: A solution of aniline (19 mL, 0.20 mol), 3-acetoxy-3-methyl-1-butyne (26 g, 0.20 mol), CuCl (1.0 g, 10 mmol) and Et3N (28 mL, 0.20 mol) in THF (120 mL) was heated at reflux for 5 h and was filtered through a pad of Celite™. Removal of solvent and chromatography of the crude mixture (silica gel, EtOAc/hexane, 3/7) afforded 21 g (67%) of 3-methyl-3-phenylamino-1-butyne. Treatment of the aminobutyne with CuCl (0.70 mg, 7.0 mmol) in THF (200 mL) at 70° C. for 16 h followed by chromatography (silica ... Starting materials: CCOC(=O)Nc1cc(-n2c(=O)cc(C(F)(F)F)[nH]c2=O)c(F)cc1Cl, O, O=[N+]([O-])O, O=S(=O)(O)O. Product: CCOC(=O)Nc1c(Cl)cc(F)c(-n2c(=O)cc(C(F)(F)F)[nH]c2=O)c1[N+](=O)[O-]. As a reaction SMILES: [Cl:1][c:2]1[cH:3][c:4]([F:26])[c:5](-[n:14]2[c:15](=[O:25])[nH:16][c:17]([C:21]([F:22])([F:23])[F:24])[cH:18][c:19]2=[O:20])[cH:6][c:7]1[NH:8][C:9](=[O:10])[O:11][CH2:12][CH3:13].[OH2:36].[OH:32][N+:33]([O-:34])=[O:35].[S:27](=[O:28])(=[O:29])([OH:30])[OH:31]>>[Cl:1][c:2]1[cH:3][c:4]([F:26])[c:5](-[n:14]2[c:15](=[O:25])[nH:16][c:17]([C:21]([F:22])([F:23])[F:24])[cH:18][c:19]2=[O:20])[c:6]([N+:33](=[O:32])[O-:34])[c:7]1[NH:8][C:9](=[O:10])[O:11][CH2:12][CH3:13]. Reactants: CC(C)C1=CC(=C(C(=C1)C(C)C)C2=C(C=CC=C2)P(C3CCCCC3)C4CCCCC4)C(C)C (X-Phos), N1CCCCC1 (piperidine), CC(C)([O-])C.[Na+] (sodium tert-butoxide), BrC1=CC=C2C(=C(C(N(C2=C1)C)=O)C(=O)NCC(=O)OCCCC)O (butyl 2-(7-bromo-4-hydroxy-1-methyl-2-oxo-1,2-dihydroquinoline-3-carboxamido)acetate), C(Cl)(Cl)Cl (CHCl3). The reagents and catalysts are C=1C=CC(=CC1)/C=C/C(=O)/C=C/C2=CC=CC=C2.C=1C=CC(=CC1)/C=C/C(=O)/C=C/C2=CC=CC=C2.C=1C=CC(=CC1)/C=C/C(=O)/C=C/C2=CC=CC=C2.[Pd].[Pd] (Pd2dba3). Run in O1CCOCC1 (1,4-dioxane). Run at temperature 80 celsius, time 15 hour. Yields the product OC1=C(C(N(C2=CC(=CC=C12)N1CCCCC1)C)=O)C(=O)NCC(=O)O (2-(4-Hydroxy-1-methyl-2-oxo-7-(piperidin-1-yl)-1,2-dihydroquinoline-3-carboxamido)acetic acid). Isolated yield 46.4%. RXN SMILES: Br[C:2]1[CH:11]=[C:10]2[C:5]([C:6]([OH:25])=[C:7]([C:14]([NH:16][CH2:17][C:18]([O:20]CCCC)=[O:19])=[O:15])[C:8](=[O:13])[N:9]2[CH3:12])=[CH:4][CH:3]=1.C(Cl)(Cl)Cl.CC(C1C=C(C(C)C)C(C2C=CC=CC=2P(C2CCCCC2)C2CCCCC2)=C(C(C)C)C=1)C.[NH:64]1[CH2:69][CH2:68][CH2:67][CH2:66][CH2:65]1.CC(C)([O-])C.[Na+]>O1CCOCC1.C1C=CC(/C=C/C(/C=C/C2C=CC=CC=2)=O)=CC=1.C1C=CC(/C=C/C(/C=C/C2C=CC=CC=2)=O)=CC=1.C1C=CC(/C=C/C(/C=C/C2C=CC=CC=2)=O)=CC=1.[Pd].[Pd]>[OH:25][C:6]1[C:5]2[C:10](=[CH:11][C:2]([N:64]3[CH2:69][CH2:68][CH2:67][CH2:66][CH2:65]3)=[CH:3][CH:4]=2)[N:9]([CH3:12])[C:8](=[O:13])[C:7]=1[C:14]([NH:16][CH2:17][C:18]([OH:20])=[O:19])=[O:15] |f:4.5,7.8.9.10.11|. Procedure: A solution of tent-butyl 2-(7-bromo-4-hydroxy-1-methyl-2-oxo-1,2-dihydroquinoline-3-carboxamido)acetate (205 mg, 498 μmol), Pd2dba3.CHCl3 (52 mg, 50 μmol). X-Phos (48 mg, 100 μmol) and piperidine (123 μl, 1246 μmol) in 1,4-dioxane (5 ml) was treated with sodium tert-butoxide (192 mg, 1994 μmol). The reaction was stirred at 80° C. in a sealed tube. After 15 hours, the solution was cooled to 23° C., adsorped onto silica gel, concentrated in vacuo and purified by silica gel chromatography (eluant: ... Starting materials: Clc1ccc(C#CBr)cc1, Cc1ccc2[nH]c3c(c2c1)CCN(C)C3, Cc1ccccc1, [K+], [K+], [K+], O=P([O-])([O-])[O-], c1cnc2c(c1)ccc1cccnc12. As a reaction SMILES: [Br:38][C:39]#[C:40][c:41]1[cH:42][cH:43][c:44]([Cl:47])[cH:45][cH:46]1.[CH3:1][N:2]1[CH2:3][c:4]2[nH:5][c:6]3[cH:7][cH:8][c:9]([CH3:15])[cH:10][c:11]3[c:12]2[CH2:13][CH2:14]1.[CH3:48][c:49]1[cH:50][cH:51][cH:52][cH:53][cH:54]1.[K+:35].[K+:36].[K+:37].[P:30]([O-:31])([O-:32])([O-:33])=[O:34].[cH:16]1[cH:17][c:18]2[cH:19][cH:20][c:21]3[c:22]([c:23]2[n:24][cH:25]1)[n:26][cH:27][cH:28][cH:29]3>>[CH3:1][N:2]1[CH2:3][c:4]2[n:5]([C:39]#[C:40][c:41]3[cH:42][cH:43][c:44]([Cl:47])[cH:45][cH:46]3)[c:6]3[cH:7][cH:8][c:9]([CH3:15])[cH:10][c:11]3[c:12]2[CH2:13][CH2:14]1. Product: Cc1ccc2c(c1)c1c(n2C#Cc2ccc(Cl)cc2)CN(C)CC1. Yields the product O=C(OCc1ccccc1)C(Cl)N1C(=O)CC1SC(c1ccccc1)(c1ccccc1)c1ccccc1. The reactants are C1CCOC1, O=S(Cl)Cl, O=C(OCc1ccccc1)C(O)N1C(=O)CC1SC(c1ccccc1)(c1ccccc1)c1ccccc1, c1ccncc1. Reaction SMILES: [O:48]1[CH2:49][CH2:50][CH2:51][CH2:52]1.[S:44]([Cl:45])([Cl:46])=[O:47].[c:1]1([C:7]([S:8][CH:9]2[CH2:10][C:11](=[O:25])[N:12]2[CH:13]([OH:14])[C:15](=[O:16])[O:17][CH2:18][c:19]2[cH:20][cH:21][cH:22][cH:23][cH:24]2)([c:26]2[cH:27][cH:28][cH:29][cH:30][cH:31]2)[c:32]2[cH:33][cH:34][cH:35][cH:36][cH:37]2)[cH:2][cH:3][cH:4][cH:5][cH:6]1.[cH:38]1[cH:39][cH:40][n:41][cH:42][cH:43]1>>[c:1]1([C:7]([S:8][CH:9]2[CH2:10][C:11](=[O:25])[N:12]2[CH:13]([C:15](=[O:16])[O:17][CH2:18][c:19]2[cH:20][cH:21][cH:22][cH:23][cH:24]2)[Cl:46])([c:26]2[cH:27][cH:28][cH:29][cH:30][cH:31]2)[c:32]2[cH:33][cH:34][cH:35][cH:36][cH:37]2)[cH:2][cH:3][cH:4][cH:5][cH:6]1.